This data is from the Open Reaction Database (ORD), a public repository of structured organic reaction records. The task is: describe an organic reaction: reactants, conditions, products, and yield Starting materials: C(C1=CC=CC=C1)OC1=CC=C(C=C1)C1=NC=2N=C(N(C(C2N1COCC[Si](C)(C)C)=O)CCC)Cl (8-(4-benzyloxy-phenyl)-2-chloro-1-propyl-7-(2-trimethylsilanyl-ethoxymethyl)-1,7-dihydro-purin-6-one), FC(C=1C=C(C=CC1)B(O)O)(F)F (3-Trifluoromethyl phenyl boronic acid), C(=O)(O)[O-].[Na+] (NaHCO3). The solvent is C1CCOC1 (THF), O (water), C=1C=CC(=CC1)[P](C=2C=CC=CC2)(C=3C=CC=CC3)[Pd]([P](C=4C=CC=CC4)(C=5C=CC=CC5)C=6C=CC=CC6)([P](C=7C=CC=CC7)(C=8C=CC=CC8)C=9C=CC=CC9)[P](C=1C=CC=CC1)(C=1C=CC=CC1)C=1C=CC=CC1 (Pd(PPh3)4). Reaction conditions: temperature 85 celsius, time 28 hour. The product is C(C1=CC=CC=C1)OC1=CC=C(C=C1)C1=NC=2N=C(N(C(C2N1COCC[Si](C)(C)C)=O)CCC)C1=CC(=CC=C1)C(F)(F)F (8-(4-Benzyloxy-phenyl)-1-propyl-2-(3-trifluoromethyl-phenyl)-7-(2-trimethylsilanyl-ethoxymethyl)-1,7-dihydro-purin-6-one). Isolated yield 11.2%. As a reaction SMILES: [CH2:1]([O:8][C:9]1[CH:14]=[CH:13][C:12]([C:15]2[N:23]([CH2:24][O:25][CH2:26][CH2:27][Si:28]([CH3:31])([CH3:30])[CH3:29])[C:22]3[C:21](=[O:32])[N:20]([CH2:33][CH2:34][CH3:35])[C:19](Cl)=[N:18][C:17]=3[N:16]=2)=[CH:11][CH:10]=1)[C:2]1[CH:7]=[CH:6][CH:5]=[CH:4][CH:3]=1.[F:37][C:38]([F:49])([F:48])[C:39]1[CH:40]=[C:41](B(O)O)[CH:42]=[CH:43][CH:44]=1.C([O-])(O)=O.[Na+]>C1COCC1.O.C1C=CC([P]([Pd]([P](C2C=CC=CC=2)(C2C=CC=CC=2)C2C=CC=CC=2)([P](C2C=CC=CC=2)(C2C=CC=CC=2)C2C=CC=CC=2)[P](C2C=CC=CC=2)(C2C=CC=CC=2)C2C=CC=CC=2)(C2C=CC=CC=2)C2C=CC=CC=2)=CC=1>[CH2:1]([O:8][C:9]1[CH:14]=[CH:13][C:12]([C:15]2[N:23]([CH2:24][O:25][CH2:26][CH2:27][Si:28]([CH3:31])([CH3:30])[CH3:29])[C:22]3[C:21](=[O:32])[N:20]([CH2:33][CH2:34][CH3:35])[C:19]([C:43]4[CH:42]=[CH:41][CH:40]=[C:39]([C:38]([F:49])([F:48])[F:37])[CH:44]=4)=[N:18][C:17]=3[N:16]=2)=[CH:11][CH:10]=1)[C:2]1[CH:7]=[CH:6][CH:5]=[CH:4][CH:3]=1 |f:2.3,^1:64,66,85,104|. Reported procedure: A mixture of 8-(4-benzyloxy-phenyl)-2-chloro-1-propyl-7-(2-trimethylsilanyl-ethoxymethyl)-1,7-dihydro-purin-6-one (50.0 mg, 0.96 mmol), 3-Trifluoromethyl phenyl boronic acid (31.0 mg, 1.4 mmol) were taken in THF (5 ml) and degassed for 10 minutes. To above degassed solution NaHCO3 (20.0 mg, 0.24 mmol) in water (1 ml) and Pd(PPh3)4 were added and degassed for another 20 minutes. The reaction mixture was stirred for 28 hours at 80-90° C. The mixture was cooled to 25-27° C. and diluted with water (... The reactants are CCC[Mg+], COC(=O)c1cc(C=O)c(C(F)(F)F)cc1NC(C)=O, CCOC(C)=O, CCOCC, [Cl-], [Cl-], [NH4+]. Yields the product CCCC(O)c1cc(C(=O)OC)c(NC(C)=O)cc1C(F)(F)F. Reaction SMILES: [CH2:22]([CH2:23][CH3:24])[Mg+:25].[CH3:1][O:2][C:3]([c:4]1[c:5]([NH:16][C:17]([CH3:18])=[O:19])[cH:6][c:7]([C:12]([F:13])([F:14])[F:15])[c:8]([CH:10]=[O:11])[cH:9]1)=[O:20].[CH3:28][CH2:29][O:30][C:31]([CH3:32])=[O:33].[CH3:34][CH2:35][O:36][CH2:37][CH3:38].[Cl-:21].[Cl-:26].[NH4+:27]>>[CH3:1][O:2][C:3]([c:4]1[c:5]([NH:16][C:17]([CH3:18])=[O:19])[cH:6][c:7]([C:12]([F:13])([F:14])[F:15])[c:8]([CH:10]([OH:11])[CH2:22][CH2:23][CH3:24])[cH:9]1)=[O:20]. Starting materials: COc1ccccc1OC, CCOC(C)=O, COc1cccc(Cc2c(F)cccc2F)c1N, C1CCOC1, O=S(=O)(Cl)Cl, c1ccncc1. Product: COc1ccc(S(=O)(=O)Nc2c(Cc3c(F)cccc3F)cccc2OC)cc1OC. As a reaction SMILES: [CH3:24][O:25][c:26]1[cH:27][cH:28][cH:29][cH:30][c:31]1[O:32][CH3:33].[CH3:45][CH2:46][O:47][C:48](=[O:49])[CH3:50].[F:1][c:2]1[c:3]([CH2:4][c:5]2[c:6]([NH2:7])[c:8]([O:12][CH3:13])[cH:9][cH:10][cH:11]2)[c:14]([F:18])[cH:15][cH:16][cH:17]1.[O:34]1[CH2:35][CH2:36][CH2:37][CH2:38]1.[S:19](=[O:20])(=[O:21])([Cl:22])[Cl:23].[cH:39]1[cH:40][cH:41][n:42][cH:43][cH:44]1>>[F:1][c:2]1[c:3]([CH2:4][c:5]2[c:6]([NH:7][S:19](=[O:20])(=[O:21])[c:29]3[cH:28][cH:27][c:26]([O:25][CH3:24])[c:31]([O:32][CH3:33])[cH:30]3)[c:8]([O:12][CH3:13])[cH:9][cH:10][cH:11]2)[c:14]([F:18])[cH:15][cH:16][cH:17]1. Reactants: NC=1C=C(C=CC1)N1CC(NCC1)C(=O)O (4-(3-aminophenyl)-2-piperazinecarboxylic acid), CSC.B (borane dimethylsulfide). Product: NC=1C=C(C=CC1)N1CC(NCC1)CO (4-(3-Aminophenyl)-2-piperazinemethanol). As a reaction SMILES: [NH2:1][C:2]1[CH:3]=[C:4]([N:8]2[CH2:13][CH2:12][NH:11][CH:10]([C:14](O)=[O:15])[CH2:9]2)[CH:5]=[CH:6][CH:7]=1.CSC.B>>[NH2:1][C:2]1[CH:3]=[C:4]([N:8]2[CH2:13][CH2:12][NH:11][CH:10]([CH2:14][OH:15])[CH2:9]2)[CH:5]=[CH:6][CH:7]=1 |f:1.2|. Procedure details: In a manner similar to Preparation 18, react 4-(3-aminophenyl)-2-piperazinecarboxylic acid with borane dimethylsulfide to obtain the title compound. Starting materials: [N+](=O)([O-])C1=CC=C(C=C1)COC([C@H](NC([C@H](NC(=O)OC(C)(C)C)CCCC(NC(=O)OCC1=CC=CC=C1)C(=O)OC)=O)C)=O (N-[N2 -[(1,1-dimethylethoxy)carbonyl]-N6 -[(phenylmethoxy)-carbonyl]-(R)-6-[(methoxy)carbonyl]-L-lysyl]-D-alanine 4-nitrophenylmethyl ester), C(C1=CC=CC=C1)O (benzyl alcohol). Reagents/catalysts: CC([O-])C.[Ti+4].CC([O-])C.CC([O-])C.CC([O-])C (titanium(IV) isopropoxide). The solvent is C1CCOC1 (THF). Conditions: time 30 minute. Product: C1(=CC=CC=C1)COC([C@H](NC([C@H](NC(=O)OC(C)(C)C)CCCC(NC(=O)OCC1=CC=CC=C1)C(=O)OCC1=CC=CC=C1)=O)C)=O (N-[N2 -[(1,1-dimethylethoxy)carbonyl]-N6 -[(phenylmethoxy)carbonyl]-(R)-6-[(phenylmethoxy)carbonyl]-L-lysyl]-D-Alanine Phenylmethyl Ester). Isolated yield 88.4%. Reaction SMILES: [N+]([C:4]1[CH:9]=[CH:8][C:7]([CH2:10][O:11][C:12](=[O:46])[C@@H:13]([CH3:45])[NH:14][C:15](=[O:44])[C@@H:16]([CH2:25][CH2:26][CH2:27][CH:28]([C:40]([O:42][CH3:43])=[O:41])[NH:29][C:30]([O:32][CH2:33][C:34]2[CH:39]=[CH:38][CH:37]=[CH:36][CH:35]=2)=[O:31])[NH:17][C:18]([O:20][C:21]([CH3:24])([CH3:23])[CH3:22])=[O:19])=[CH:6][CH:5]=1)([O-])=O.C(O)[C:48]1[CH:53]=[CH:52][CH:51]=[CH:50][CH:49]=1>CC(C)[O-].[Ti+4].CC(C)[O-].CC(C)[O-].CC(C)[O-].C1COCC1>[C:7]1([CH2:10][O:11][C:12](=[O:46])[C@@H:13]([CH3:45])[NH:14][C:15](=[O:44])[C@@H:16]([CH2:25][CH2:26][CH2:27][CH:28]([C:40]([O:42][CH2:43][C:48]2[CH:53]=[CH:52][CH:51]=[CH:50][CH:49]=2)=[O:41])[NH:29][C:30]([O:32][CH2:33][C:34]2[CH:35]=[CH:36][CH:37]=[CH:38][CH:39]=2)=[O:31])[NH:17][C:18]([O:20][C:21]([CH3:23])([CH3:22])[CH3:24])=[O:19])[CH:6]=[CH:5][CH:4]=[CH:9][CH:8]=1 |f:2.3.4.5.6|. Reported procedure: A mixture of N-[N2 -[(1,1-dimethylethoxy)carbonyl]-N6 -[(phenylmethoxy)-carbonyl]-(R)-6-[(methoxy)carbonyl]-L-lysyl]-D-alanine 4-nitrophenylmethyl ester (40a, Kolodziejczyk, et. al., Int. J. Pept. Prot. Res., 1992, 39, 382; 683 mg, 1.06 mmol), 4-- molecular sieves (2.15 g, crushed), THF (10.5 mL), and benzyl alcohol (11.0 mL, 105.6 mmol) is stirred for 30 min and then treated with titanium(IV) isopropoxide (82 μl, 0.27 meq). The resulting mixture is heated for 24 h at 85°-90° C. The solids are f...